describe an organic reaction: reactants, conditions, products, and yield From a dataset of the Open Reaction Database (ORD), a public repository of structured organic reaction records. Starting materials: C(C)(C)(C)NC(CN1C(C2=CC(=CC=C2C=C1C1=CC(=C(C=C1)F)OC)OCC1=CC=C(C=C1)OC)=O)=O (N-tert-Butyl-2-(3-(4-fluoro-3-methoxyphenyl)-7-(4-methoxybenzyloxy)-1-oxo-1H-isoquinolin-2-yl)acetamide), C(=O)(C(F)(F)F)O.C(Cl)Cl (TFA DCM). Conditions: time 1 hour. Product: C(C)(C)(C)NC(CN1C(C2=CC(=CC=C2C=C1C1=CC(=C(C=C1)F)OC)O)=O)=O (N-tert-butyl-2-(3-(4-fluoro-3-methoxyphenyl)-7-hydroxy-1-oxo-1H-isoquinolin-2-yl)acetamide). The yield is 27.3%. RXN SMILES: [C:1]([NH:5][C:6](=[O:38])[CH2:7][N:8]1[C:17]([C:18]2[CH:23]=[CH:22][C:21]([F:24])=[C:20]([O:25][CH3:26])[CH:19]=2)=[CH:16][C:15]2[C:10](=[CH:11][C:12]([O:27]CC3C=CC(OC)=CC=3)=[CH:13][CH:14]=2)[C:9]1=[O:37])([CH3:4])([CH3:3])[CH3:2].C(O)(C(F)(F)F)=O.C(Cl)Cl>>[C:1]([NH:5][C:6](=[O:38])[CH2:7][N:8]1[C:17]([C:18]2[CH:23]=[CH:22][C:21]([F:24])=[C:20]([O:25][CH3:26])[CH:19]=2)=[CH:16][C:15]2[C:10](=[CH:11][C:12]([OH:27])=[CH:13][CH:14]=2)[C:9]1=[O:37])([CH3:4])([CH3:2])[CH3:3] |f:1.2|. Procedure details: N-tert-Butyl-2-(3-(4-fluoro-3-methoxyphenyl)-7-(4-methoxybenzyloxy)-1-oxo-1H-isoquinolin-2-yl)acetamide (120 mg, 0.231 mmol) was treated with TFA:DCM (1:1 v/v, 5 mL) and stirred at room temperature for 1 h. The mixture was concentrated in vacuo and the crude residue was purified by preparative HPLC giving N-tert-butyl-2-(3-(4-fluoro-3-methoxyphenyl)-7-hydroxy-1-oxo-1H-isoquinolin-2-yl)acetamide (INTERMEDIATE III.1) (25 mg, 0.063 mmol, 27%). Starting materials: CCN(C(C)C)C(C)C, COC(=O)C(OS(C)(=O)=O)c1ccc(C)s1, CC#N, Nc1ccccc1. Product: COC(=O)C(Nc1ccccc1)c1ccc(C)s1. As a reaction SMILES: [CH2:24]([N:25]([CH:26]([CH3:27])[CH3:28])[CH:29]([CH3:30])[CH3:31])[CH3:32].[CH3:1][O:2][C:3]([CH:4]([c:5]1[s:6][c:7]([CH3:10])[cH:8][cH:9]1)[O:11][S:12]([CH3:13])(=[O:14])=[O:15])=[O:16].[CH3:33][C:34]#[N:35].[NH2:17][c:18]1[cH:19][cH:20][cH:21][cH:22][cH:23]1>>[CH3:1][O:2][C:3]([CH:4]([c:5]1[s:6][c:7]([CH3:10])[cH:8][cH:9]1)[NH:17][c:18]1[cH:19][cH:20][cH:21][cH:22][cH:23]1)=[O:16]. The reactants are CS(=O)C (dimethyl sulphoxide), C(C)(C)C1=CC(=C(C=C1)C(CC(CO)(C(F)(F)F)O)CC)OC (4-(4-isopropyl-2-methoxyphenyl)-2-hydroxy-2-(trifluoromethyl)hexan-1-ol), C(C)(C)C1=CC(=C(C=C1)C(C(C(CO)(C(F)(F)F)O)C)C)OC (4-(4-isopropyl-2-methoxyphenyl)-2-hydroxy-3-methyl-2-(trifluoromethyl)pentan-1-ol), [NH4+].[Cl-] (NH4Cl). Run in C(C)N(CC)CC (triethylamine), ClCCl (dichloromethane). Yields the product C(C)(C)C1=CC(=C(C=C1)C(CC(C=O)(C(F)(F)F)O)CC)OC (4-(4-Isopropyl-2-methoxyphenyl)-2-hydroxy-2-(trifluoromethyl)hexanal). RXN SMILES: [CH:1]([C:4]1[CH:9]=[CH:8][C:7]([CH:10]([CH2:20][CH3:21])[CH2:11][C:12]([OH:19])([C:15]([F:18])([F:17])[F:16])[CH2:13][OH:14])=[C:6]([O:22][CH3:23])[CH:5]=1)([CH3:3])[CH3:2].C(C1C=CC(C(C)C(C)C(O)(C(F)(F)F)CO)=C(OC)C=1)(C)C.CS(C)=O.[NH4+].[Cl-]>ClCCl.C(N(CC)CC)C>[CH:1]([C:4]1[CH:9]=[CH:8][C:7]([CH:10]([CH2:20][CH3:21])[CH2:11][C:12]([OH:19])([C:15]([F:17])([F:16])[F:18])[CH:13]=[O:14])=[C:6]([O:22][CH3:23])[CH:5]=1)([CH3:2])[CH3:3] |f:3.4|. Procedure: The above-described mixture of 4-(4-isopropyl-2-methoxyphenyl)-2-hydroxy-2-(trifluoromethyl)hexan-1-ol and 4-(4-isopropyl-2-methoxyphenyl)-2-hydroxy-3-methyl-2-(trifluoromethyl)pentan-1-ol (5.35 g, 16 mmol) is dissolved in dichloromethane (164 ml). Following addition of dimethyl sulphoxide (54.8 ml) and triethylamine (11.1 ml) the SO3/pyridine complex (6.37 g, 40 mmol) is added in portions over the course of 40 minutes. After four-hour stirring at room temperature, the batch is poured onto a mix... Reactants: CCN(C(C)C)C(C)C (DIEA), N[C@@H](CC(=O)OC(C)(C)C)C(C)(C)C (tert-butyl (3S)-3-amino-4,4-dimethylpentanoate), CCN=C=NCCCN(C)C.Cl (EDC.HCl), 6-{, Cl.ClC1=C(C=C(C=C1)C=1C(=NC=C(C1)C1=C(C=CC=C1)Cl)C(=O)O)OCCCN(C)C ((4-chloro-3-[3-(dimethylamino)propoxy]phenyl}-5-(2-chlorophenyl)pyridine-2-carboxylic acid hydrochloride), ON1C(CCC1=O)=O (N-hydroxysuccinimide), Cl (HCl). Solvent: CN(C)C=O (DMF), C(=O)O (formic acid). Reaction conditions: time 18 hour. Yields the product Cl.ClC1=C(C=C(C=C1)C1=C(C=CC(=N1)C(=O)N[C@@H](CC(=O)O)C(C)(C)C)C1=C(C=CC=C1)Cl)OCCCN(C)C ((3S)-3-({[6-{4-chloro-3-[3-(dimethylamino)propoxy]phenyl}-5-(2-chlorophenyl)pyridin-2-yl]carbonyl}amino)-4,4-dimethylpentanoic acid hydrochloride). The yield is 59.0%. Reaction SMILES: [ClH:1].[Cl:2]C1C=CC([C:9]2[C:10]([C:22]([OH:24])=O)=[N:11][CH:12]=[C:13]([C:15]3[CH:20]=[CH:19][CH:18]=[CH:17][C:16]=3[Cl:21])[CH:14]=2)=CC=1OCCCN(C)C.ON1[C:37](=[O:38])[CH2:36][CH2:35][C:34]1=O.CCN=C=N[CH2:45][CH2:46][CH2:47][N:48]([CH3:50])[CH3:49].Cl.CCN([CH:58]([CH3:60])C)C(C)C.[NH2:61][C@H:62]([C:71]([CH3:74])([CH3:73])[CH3:72])[CH2:63][C:64]([O:66]C(C)(C)C)=[O:65].Cl>CN(C=O)C.C(O)=O>[ClH:2].[Cl:1][C:58]1[CH:60]=[CH:34][C:35]([C:12]2[N:11]=[C:10]([C:22]([NH:61][C@H:62]([C:71]([CH3:72])([CH3:73])[CH3:74])[CH2:63][C:64]([OH:66])=[O:65])=[O:24])[CH:9]=[CH:14][C:13]=2[C:15]2[CH:20]=[CH:19][CH:18]=[CH:17][C:16]=2[Cl:21])=[CH:36][C:37]=1[O:38][CH2:45][CH2:46][CH2:47][N:48]([CH3:49])[CH3:50] |f:0.1,3.4,10.11|. Reported procedure: To a mixture of 674 mg (1.4 mmol) of 6-{(4-chloro-3-[3-(dimethylamino)propoxy]phenyl}-5-(2-chlorophenyl)pyridine-2-carboxylic acid hydrochloride in 7 mL of anhydrous DMF are successively added, under argon and at room temperature, 240 mg (2.1 mmol) of N-hydroxysuccinimide and 401 mg (2.1 mmol) of EDC.HCl. After stirring for 18 hours, 1.31 mL (7.7 mmol) of DIEA and 304 mg (1.51 mmol) of tert-butyl (3S)-3-amino-4,4-dimethylpentanoate (J. Org. Chem., 1999, 64, 6411-6417) are successively added to t... Reactants: [Mg+]Cc1ccccc1, Cc1ccccc1C(C1CCCCC1=O)N(C)C, [Cl-], [Cl-], [NH4+], C1CCOC1. Yields the product Cc1ccccc1C(C1CCCCC1(O)Cc1ccccc1)N(C)C. As a reaction SMILES: [CH2:20]([c:21]1[cH:22][cH:23][cH:24][cH:25][cH:26]1)[Mg+:27].[CH3:1][N:2]([CH3:3])[CH:4]([CH:5]1[C:6](=[O:11])[CH2:7][CH2:8][CH2:9][CH2:10]1)[c:12]1[c:13]([CH3:18])[cH:14][cH:15][cH:16][cH:17]1.[Cl-:19].[Cl-:28].[NH4+:29].[O:30]1[CH2:31][CH2:32][CH2:33][CH2:34]1>>[CH3:1][N:2]([CH3:3])[CH:4]([CH:5]1[C:6]([OH:11])([CH2:20][c:21]2[cH:22][cH:23][cH:24][cH:25][cH:26]2)[CH2:7][CH2:8][CH2:9][CH2:10]1)[c:12]1[c:13]([CH3:18])[cH:14][cH:15][cH:16][cH:17]1. The reactants are CC(C)(C)ON, CC(=O)COCCCCCOc1c(Cl)cc(OCC=C(Cl)Cl)cc1Cl, Cl, Cl, c1ccncc1. The product is CC(COCCCCCOc1c(Cl)cc(OCC=C(Cl)Cl)cc1Cl)=NOC(C)(C)C. As a reaction SMILES: [C:27]([CH3:28])([CH3:29])([CH3:30])[O:31][NH2:32].[Cl:1][c:2]1[c:3]([O:4][CH2:5][CH2:6][CH2:7][CH2:8][CH2:9][O:10][CH2:11][C:12]([CH3:13])=[O:14])[c:15]([Cl:25])[cH:16][c:17]([O:19][CH2:20][CH:21]=[C:22]([Cl:23])[Cl:24])[cH:18]1.[ClH:26].[ClH:33].[cH:34]1[cH:35][cH:36][n:37][cH:38][cH:39]1>>[Cl:1][c:2]1[c:3]([O:4][CH2:5][CH2:6][CH2:7][CH2:8][CH2:9][O:10][CH2:11][C:12]([CH3:13])=[N:32][O:31][C:27]([CH3:28])([CH3:29])[CH3:30])[c:15]([Cl:25])[cH:16][c:17]([O:19][CH2:20][CH:21]=[C:22]([Cl:23])[Cl:24])[cH:18]1.